This data is from the Open Reaction Database (ORD), a public repository of structured organic reaction records. The task is: describe an organic reaction: reactants, conditions, products, and yield Reactants: CC(=O)c1sc(C)c2c1CC1C2C1(C)C, C[O-], CO, CCOCC, O=Cc1ccc(C(=O)O)cc1, [Na+]. The product is Cc1sc(C(=O)C=Cc2ccc(C(=O)O)cc2)c2c1C1C(C2)C1(C)C. As a reaction SMILES: [CH3:12][C:13]1([CH3:26])[CH:14]2[CH:15]1[CH2:16][c:17]1[c:18]([C:23]([CH3:24])=[O:25])[s:19][c:20]([CH3:22])[c:21]12.[CH3:27][O-:28].[CH3:30][OH:31].[CH3:32][CH2:33][O:34][CH2:35][CH3:36].[CH:1](=[O:2])[c:3]1[cH:4][cH:5][c:6]([C:7](=[O:8])[OH:9])[cH:10][cH:11]1.[Na+:29]>>[CH:1]([c:3]1[cH:4][cH:5][c:6]([C:7](=[O:8])[OH:9])[cH:10][cH:11]1)=[CH:24][C:23]([c:18]1[c:17]2[c:21]([c:20]([CH3:22])[s:19]1)[CH:14]1[C:13]([CH3:12])([CH3:26])[CH:15]1[CH2:16]2)=[O:25]. Reactants: C(C)(=O)C1=C(NC=2C=CNC(C2C1C1=CC=C(C#N)C=C1)=O)C (4-(3-acetyl-2-methyl-5-oxo-1,4,5,6-tetrahydro-1,6-naphthyridin-4-yl)-benzonitrile), CO (methanol), [H-].[Na+] (sodium hydride), IC(C)C (2-iodopropane). Run in CN(C)C=O (DMF). Run at time 24 hour. Product: C(C)(=O)C1=C(NC2=CC=NC(=C2C1C1=CC=C(C#N)C=C1)OC(C)C)C (4-(3-Acetyl-5-isopropoxy-2-methyl-1,4-dihydro-1,6-naphthyridin-4-yl)benzonitrile). RXN SMILES: [C:1]([C:4]1[CH:13]([C:14]2[CH:21]=[CH:20][C:17]([C:18]#[N:19])=[CH:16][CH:15]=2)[C:12]2[C:11](=[O:22])[NH:10][CH:9]=[CH:8][C:7]=2[NH:6][C:5]=1[CH3:23])(=[O:3])[CH3:2].[H-].[Na+].I[CH:27]([CH3:29])[CH3:28].CO>CN(C=O)C>[C:1]([C:4]1[CH:13]([C:14]2[CH:15]=[CH:16][C:17]([C:18]#[N:19])=[CH:20][CH:21]=2)[C:12]2[C:7](=[CH:8][CH:9]=[N:10][C:11]=2[O:22][CH:27]([CH3:29])[CH3:28])[NH:6][C:5]=1[CH3:23])(=[O:3])[CH3:2] |f:1.2|. Reported procedure: 100 mg (0.32 mmol) of 4-(3-acetyl-2-methyl-5-oxo-1,4,5,6-tetrahydro-1,6-naphthyridin-4-yl)-benzonitrile are suspended in DMF (4 ml), and 14 mg (0.36 mmol) of sodium hydride (60% in mineral oil) are added. Then 34 μl (0.34 mmol) of 2-iodopropane are added to the dark red solution. The solution is stiffed at RT for 24 h, then mixed with methanol and purified by preparative HPLC. 18 mg (16% of theory) of the title compound are obtained as a white solid. The reactants are BrC1=NC=CC=C1 (2-bromopyridine), resultant mixture, BrC1=CC(=CC(=C1)Br)Br (1,3,5-tribromobenzene), dichloro(tetramethylethylenediamine)zinc, resultant mixture. Reagents/catalysts: C=1C=CC(=CC1)[P](C=2C=CC=CC2)(C=3C=CC=CC3)[Pd]([P](C=4C=CC=CC4)(C=5C=CC=CC5)C=6C=CC=CC6)([P](C=7C=CC=CC7)(C=8C=CC=CC8)C=9C=CC=CC9)[P](C=1C=CC=CC1)(C=1C=CC=CC1)C=1C=CC=CC1 (tetrakis(triphenylphosphine)palladium). Solvent: O1CCCC1 (tetrahydrofuran), CCCCC.C(C)(C)(C)[Li] (tert-butyllithium pentane), O1CCCC1 (tetrahydrofuran). Conditions: temperature -78 celsius, time 1.5 hour. Yields the product N1=C(C=CC=C1)C=1C=C(C=C(C1)C1=NC=CC=C1)Br (3,5-di(2-pyridyl)bromobenzene). Yield: 66.0%. Reaction SMILES: Br[C:2]1[CH:7]=[CH:6][CH:5]=[CH:4][N:3]=1.Br[C:9]1[CH:14]=[C:13]([Br:15])[CH:12]=[C:11](Br)[CH:10]=1>CCCCC.C([Li])(C)(C)C.O1CCCC1.C1C=CC([P]([Pd]([P](C2C=CC=CC=2)(C2C=CC=CC=2)C2C=CC=CC=2)([P](C2C=CC=CC=2)(C2C=CC=CC=2)C2C=CC=CC=2)[P](C2C=CC=CC=2)(C2C=CC=CC=2)C2C=CC=CC=2)(C2C=CC=CC=2)C2C=CC=CC=2)=CC=1>[N:3]1[CH:4]=[CH:5][CH:6]=[CH:7][C:2]=1[C:11]1[CH:12]=[C:13]([Br:15])[CH:14]=[C:9]([C:2]2[CH:7]=[CH:6][CH:5]=[CH:4][N:3]=2)[CH:10]=1 |f:2.3,^1:35,37,56,75|. Procedure: In a stream of argon, 89 mL of a 1.57M tert-butyllithium pentane solution was dissolved in 32 mL of tetrahydrofuran, and the solution was cooled to −78° C. 10.0 g of 2-bromopyridine was added dropwise to the solution, and the mixture was stirred for 1.5 hours. 42.5 g of dichloro(tetramethylethylenediamine)zinc was added to the mixture, and the temperature of the resultant mixture was elevated to room temperature, and the mixture was further stirred for 1 hour. To the resultant mixture, a suspens... Reactants: CCCC[Sn](CCCC)(CCCC)c1ccccn1, C1COCCO1, CN(C)C=O, Fc1cccc(Cl)c1-c1c(Cl)cc(Cl)nc1Cl. The product is Fc1cccc(Cl)c1-c1c(Cl)cc(-c2ccccn2)nc1Cl. Reaction SMILES: [CH2:18]([Sn:19]([CH2:20][CH2:21][CH2:22][CH3:29])([c:23]1[n:24][cH:25][cH:26][cH:27][cH:28]1)[CH2:30][CH2:31][CH2:32][CH3:33])[CH2:34][CH2:35][CH3:36].[CH2:42]1[O:43][CH2:44][CH2:45][O:46][CH2:47]1.[CH3:37][N:38]([CH3:39])[CH:40]=[O:41].[Cl:1][c:2]1[c:3](-[c:9]2[c:10]([Cl:17])[n:11][c:12]([Cl:16])[cH:13][c:14]2[Cl:15])[c:4]([F:8])[cH:5][cH:6][cH:7]1>>[Cl:1][c:2]1[c:3](-[c:9]2[c:10]([Cl:17])[n:11][c:12](-[c:23]3[n:24][cH:25][cH:26][cH:27][cH:28]3)[cH:13][c:14]2[Cl:15])[c:4]([F:8])[cH:5][cH:6][cH:7]1.